From a dataset of the Open Reaction Database (ORD), a public repository of structured organic reaction records. describe an organic reaction: reactants, conditions, products, and yield The reactants are N[C@@H]1CC[C@H](CC1)N (trans-1,4-diaminocyclohexane), ClC1=NC(=C2N=CN(C2=N1)C1CCCC1)NC1=CC=C(C=C1)OC (2-chloro-9-cyclopentyl-N-(4-methoxyphenyl)-9H-purin-6-amine). Reaction conditions: time 30 minute. The product is Cl.Cl.N[C@@H]1CC[C@H](CC1)NC1=NC(=C2N=CN(C2=N1)C1CCCC1)NC1=CC=C(C=C1)OC (trans-N2-(4-aminocyclohexyl)-9-cyclopentyl-N6-(4-methoxyphenyl)-9H-purine-2,6-diamine dihydrochloride). As a reaction SMILES: [NH2:1][C@H:2]1[CH2:7][CH2:6][C@H:5]([NH2:8])[CH2:4][CH2:3]1.[Cl:9][C:10]1[N:18]=[C:17]2[C:13]([N:14]=[CH:15][N:16]2[CH:19]2[CH2:23][CH2:22][CH2:21][CH2:20]2)=[C:12]([NH:24][C:25]2[CH:30]=[CH:29][C:28]([O:31][CH3:32])=[CH:27][CH:26]=2)[N:11]=1>>[ClH:9].[ClH:9].[NH2:1][C@H:2]1[CH2:7][CH2:6][C@H:5]([NH:8][C:10]2[N:18]=[C:17]3[C:13]([N:14]=[CH:15][N:16]3[CH:19]3[CH2:20][CH2:21][CH2:22][CH2:23]3)=[C:12]([NH:24][C:25]3[CH:26]=[CH:27][C:28]([O:31][CH3:32])=[CH:29][CH:30]=3)[N:11]=2)[CH2:4][CH2:3]1 |f:2.3.4|. Procedure: 400 mg of trans-1,4-diaminocyclohexane is taken to approximately 150° C. then 172 mg of the product obtained in Stage 1 above is added, the reaction medium is left under agitation for 2 hours and 30 minutes then left to return to ambient temperature. After evaporating the solvents, the residue is chromatographed on silica (eluent: MeOH/NH4OH 98/2). The residue is taken up in an ethanolic solution of hydrochloric acid, followed by evaporating the solvents, impasting in ether, separating, drying u... The reactants are O=C(O)c1cc2c(cc1C(=O)O)CCC2, CC(=O)OC(C)=O, O. Product: O=C1OC(=O)c2cc3c(cc21)CCC3. Reaction SMILES: [CH2:1]1[CH2:2][CH2:3][c:4]2[cH:5][c:6]([C:13](=[O:14])[OH:15])[c:7]([C:10](=[O:11])[OH:12])[cH:8][c:9]21.[CH3:17][C:18]([O:19][C:20](=[O:21])[CH3:22])=[O:23].[OH2:16]>>[CH2:1]1[CH2:2][CH2:3][c:4]2[cH:5][c:6]3[c:7]([cH:8][c:9]21)[C:10](=[O:12])[O:15][C:13]3=[O:14]. RXN SMILES: [CH2:1]([CH:2]([CH3:3])[CH3:4])[S:5](=[O:6])(=[O:7])[N:8]1[CH2:9][CH2:10][C:11]2([CH2:12][CH2:13][NH:14][C:15]2=[O:16])[CH2:17][CH2:18]1.[F:19][C:20]([CH:21]([OH:22])[c:23]1[cH:24][cH:25][c:26]([I:29])[cH:27][cH:28]1)([F:30])[F:31]>>[CH2:1]([CH:2]([CH3:3])[CH3:4])[S:5](=[O:6])(=[O:7])[N:8]1[CH2:9][CH2:10][C:11]2([CH2:12][CH2:13][N:14]([c:26]3[cH:25][cH:24][c:23]([CH:21]([C:20]([F:19])([F:30])[F:31])[OH:22])[cH:28][cH:27]3)[C:15]2=[O:16])[CH2:17][CH2:18]1. Starting materials: CC(C)CS(=O)(=O)N1CCC2(CCNC2=O)CC1, OC(c1ccc(I)cc1)C(F)(F)F. Yields the product CC(C)CS(=O)(=O)N1CCC2(CCN(c3ccc(C(O)C(F)(F)F)cc3)C2=O)CC1. Starting materials: ClC=1C=C(NCC(=O)O)C=CC1Cl (3,4-dichloroanilinoacetic acid), C(C)O (ethanol), OS(=O)(=O)O (H2SO4). Solvent: ClC(C)Cl (dichloroethane). Product: ClC=1C=C(NCC(=O)OCC)C=CC1Cl (Ethyl (3,4-dichloroanilino)-acetate). Yield: 78.0%. RXN SMILES: [Cl:1][C:2]1[CH:3]=[C:4]([CH:10]=[CH:11][C:12]=1[Cl:13])[NH:5][CH2:6][C:7]([OH:9])=[O:8].[CH2:14](O)[CH3:15].OS(O)(=O)=O>ClC(Cl)C>[Cl:1][C:2]1[CH:3]=[C:4]([CH:10]=[CH:11][C:12]=1[Cl:13])[NH:5][CH2:6][C:7]([O:9][CH2:14][CH3:15])=[O:8]. Reported procedure: A solution of 27.5 g (0.125 mol) of 3,4-dichloroanilinoacetic acid, 190 ml of dichloroethane, 15 ml (0.2 mol) of ethanol and 1.5 ml of concentrated H2SO4 is heated for 4 hours under reflux. It is washed with water and with dilute sodium bicarbonate, dried and evaporated to dryness in vacuo. The ester is recrystallised from ethanol and is obtained in a yield of 78%. It melts at 103°-104° C. The reactants are CC(=O)[O-], COc1cccc2ccsc12, [Na+], CN(C)C=O, O, O=P(Cl)(Cl)Cl. The product is COc1ccc(C=O)c2ccsc12. RXN SMILES: [CH3:18][C:19]([O-:20])=[O:21].[CH3:6][O:7][c:8]1[cH:9][cH:10][cH:11][c:12]2[c:13]1[s:14][cH:15][cH:16]2.[Na+:17].[O:22]=[CH:23][N:24]([CH3:25])[CH3:26].[OH2:27].[P:1]([Cl:2])([Cl:3])([Cl:4])=[O:5]>>[CH3:6][O:7][c:8]1[cH:9][cH:10][c:11]([CH:19]=[O:20])[c:12]2[c:13]1[s:14][cH:15][cH:16]2. Reactants: COc1ccccc1C(=O)Cl, CCc1cc2ccccc2o1, Cl, O, Cl[Sn]Cl, c1ccccc1. Product: CCc1oc2ccccc2c1C(=O)c1ccccc1OC. RXN SMILES: [C:12]([c:13]1[c:14]([O:19][CH3:20])[cH:15][cH:16][cH:17][cH:18]1)(=[O:21])[Cl:22].[CH2:1]([CH3:2])[c:3]1[o:4][c:5]2[c:6]([cH:7]1)[cH:8][cH:9][cH:10][cH:11]2.[ClH:26].[OH2:33].[Sn:23]([Cl:24])[Cl:25].[cH:27]1[cH:28][cH:29][cH:30][cH:31][cH:32]1>>[CH2:1]([CH3:2])[c:3]1[o:4][c:5]2[c:6]([c:7]1[C:12]([c:13]1[c:14]([O:19][CH3:20])[cH:15][cH:16][cH:17][cH:18]1)=[O:21])[cH:8][cH:9][cH:10][cH:11]2. Starting materials: FC(C=1C=C(C=CC1)SC1=CC(=CN1)C(=O)OC)(F)F (Methyl 5-(3-trifluoromethylphenylthio)pyrrole-3-carboxylate), [OH-].[Na+] (sodium hydroxide). Run in CO (methanol), CO (methanol). Yields the product FC(C=1C=C(C=CC1)SC1=CC(=CN1)C(=O)O)(F)F (5-(3-Trifluoromethylphenylthio)pyrrole-3-carboxylic Acid). RXN SMILES: [F:1][C:2]([F:20])([F:19])[C:3]1[CH:4]=[C:5]([S:9][C:10]2[NH:14][CH:13]=[C:12]([C:15]([O:17]C)=[O:16])[CH:11]=2)[CH:6]=[CH:7][CH:8]=1.[OH-].[Na+]>CO>[F:20][C:2]([F:1])([F:19])[C:3]1[CH:4]=[C:5]([S:9][C:10]2[NH:14][CH:13]=[C:12]([C:15]([OH:17])=[O:16])[CH:11]=2)[CH:6]=[CH:7][CH:8]=1 |f:1.2|. Procedure: Methyl 5-(3-trifluoromethylphenylthio)pyrrole-3-carboxylate (2.9 g.) was combined with 30 ml. of methanol and 30 ml. of 1 N sodium hydroxide and refluxed for 2.5 hours. The methanol was allowed to evaporate and the aqueous residue washed twice with ether. The aqueous phase was acidified with conc. hydrochloric acid and the crude product (2.3 g.) which precipitated, was recovered by filtration. Recrystallization of the crude from methanol/water gave purified 5-(3-trifluoromethylphenylthio)pyrrole... The reactants are C1(=CC=CC=C1)OC(=O)N1C(N(CC1)C)=C(C(OC1=CC=CC=C1)=O)[N+](=O)[O-] (3-methyl-2-(1-nitro-2-oxo-2-phenoxyethylidene)-1-imidazolidinecarboxylic acid phenyl ester), C([O-])([O-])=O.[Na+].[Na+] (sodium carbonate). Solvent: CS(=O)C (dimethyl sulfoxide), O (water), O (water). Conditions: time 2 day. The product is C1(=CC=CC=C1)OC(C([N+](=O)[O-])=C1N(CCN1)C)=O ((1-methyl-2-imidazolidinylidene)nitroacetic acid phenyl ester). RXN SMILES: C1(O[C:8]([N:10]2[CH2:14][CH2:13][N:12](C)[C:11]2=[C:16]([N+:26]([O-:28])=[O:27])[C:17](=[O:25])[O:18][C:19]2[CH:24]=[CH:23][CH:22]=[CH:21][CH:20]=2)=O)C=CC=CC=1.C(=O)([O-])[O-].[Na+].[Na+]>CS(C)=O.O>[C:19]1([O:18][C:17](=[O:25])[C:16](=[C:11]2[NH:12][CH2:13][CH2:14][N:10]2[CH3:8])[N+:26]([O-:28])=[O:27])[CH:24]=[CH:23][CH:22]=[CH:21][CH:20]=1 |f:1.2.3|. Procedure: A solution of 15.66 g of phenyl chloroformate in 25 ml of methylene chloride was added to a stirred and ice-cooled solution of 8.21 g of 1-methylimidazole in 175 ml of methylene chloride. To the resulting white suspension was added 7.15 g of 1-methyl-2-(nitromethylene)imidazolidine in portions as a solid. After stirring overnight at room temperature, the reaction mixture was washed twice with water. The organic layer was dried (MgSO4) and concentrated. The residual orange syrup was treated with ... Starting materials: C, CO, O=c1c2c(Cc3cccc([N+](=O)[O-])c3)n[nH]c2c2cccnc2n1-c1ccccc1, CN(C)C=O, [Pd]. Product: Nc1cccc(Cc2n[nH]c3c2c(=O)n(-c2ccccc2)c2ncccc32)c1. RXN SMILES: [C:39].[CH3:36][OH:37].[N+:1]([O-:2])(=[O:3])[c:4]1[cH:5][c:6]([CH2:7][c:8]2[n:9][nH:10][c:11]3[c:12]2[c:13](=[O:27])[n:14](-[c:21]2[cH:22][cH:23][cH:24][cH:25][cH:26]2)[c:15]2[n:16][cH:17][cH:18][cH:19][c:20]32)[cH:28][cH:29][cH:30]1.[O:31]=[CH:32][N:33]([CH3:34])[CH3:35].[Pd:38]>>[NH2:1][c:4]1[cH:5][c:6]([CH2:7][c:8]2[n:9][nH:10][c:11]3[c:12]2[c:13](=[O:27])[n:14](-[c:21]2[cH:22][cH:23][cH:24][cH:25][cH:26]2)[c:15]2[n:16][cH:17][cH:18][cH:19][c:20]32)[cH:28][cH:29][cH:30]1. Starting materials: O1[C@H](C1)[C@H](CC1=CC=CC=C1)NC(OC(C)(C)C)=O (tert-Butyl(1S)-1-[(2S)-oxiran-2-yl]-2-phenylethylcarbamate), C(CC(=O)OCC)(=O)OCC (diethyl malonate), CC[O-].[Na+] (NaOEt). The solvent is C(C)O (ethanol). Conditions: temperature 70 celsius, time 2 hour. Product: C(C)(C)(C)OC(=O)N[C@@H](CC1=CC=CC=C1)[C@H]1CC(C(O1)=O)C(=O)OCC (ethyl(5R)-5-{(1S)-1-[(tert-butoxycarbonyl)amino]-2-phenylethyl}-2-oxotetrahydro-3-furancarboxylate). Yield: 93.0%. RXN SMILES: [O:1]1[CH2:3][C@@H:2]1[C@@H:4]([NH:12][C:13](=[O:19])[O:14][C:15]([CH3:18])([CH3:17])[CH3:16])[CH2:5][C:6]1[CH:11]=[CH:10][CH:9]=[CH:8][CH:7]=1.[C:20](OCC)(=O)[CH2:21][C:22]([O:24][CH2:25][CH3:26])=[O:23].CC[O-:33].[Na+]>C(O)C>[C:15]([O:14][C:13]([NH:12][C@H:4]([C@@H:2]1[O:1][C:3](=[O:33])[CH:21]([C:22]([O:24][CH2:25][CH3:26])=[O:23])[CH2:20]1)[CH2:5][C:6]1[CH:7]=[CH:8][CH:9]=[CH:10][CH:11]=1)=[O:19])([CH3:16])([CH3:17])[CH3:18] |f:2.3|. Procedure: A solution of tert-Butyl(1S)-1-[(2S)-oxiran-2-yl]-2-phenylethylcarbamate (10.0 g, 38.0 mmol) and diethyl malonate (9.0 ml, 59.3 mmol) in ethanol (27 mL) at 0° C. was treated with a solution of NaOEt (16 mL, 21% in ethanol) over 10 minutes, stirred at 70° C. for 2 hours, cooled to 0° C. and quenched with 10% citric acid solution, and partitioned between ethyl acetate and water. The organic phase was washed with saturated NaHCO3and brine, dried over MgSO4, filtered and concentrated. The residue wa...